describe an organic reaction: reactants, conditions, products, and yield From a dataset of the Open Reaction Database (ORD), a public repository of structured organic reaction records. The reactants are BrC1=C(C(=O)O)C=C(C=C1)OC (2-bromo-5-methoxybenzoic acid), C(CCC)[Li] (n-butyllithium), CON(C(C1=CC=C(C=C1)C(F)(F)F)=O)C (N-methoxy-N-methyl-4-trifluoromethylbenzamide). Yields the product COC=1C=CC(=C(C(=O)O)C1)C(C1=CC=C(C=C1)C(F)(F)F)=O (5-methoxy-2-(4-trifluoromethylbenzoyl)benzoic acid). As a reaction SMILES: Br[C:2]1[CH:10]=[CH:9][C:8]([O:11][CH3:12])=[CH:7][C:3]=1[C:4]([OH:6])=[O:5].C([Li])CCC.CON(C)[C:21](=[O:32])[C:22]1[CH:27]=[CH:26][C:25]([C:28]([F:31])([F:30])[F:29])=[CH:24][CH:23]=1>>[CH3:12][O:11][C:8]1[CH:9]=[CH:10][C:2]([C:21](=[O:32])[C:22]2[CH:27]=[CH:26][C:25]([C:28]([F:29])([F:30])[F:31])=[CH:24][CH:23]=2)=[C:3]([CH:7]=1)[C:4]([OH:6])=[O:5]. Reported procedure: This compound is synthesized according to the method described in 3.2. by reacting 2-bromo-5-methoxybenzoic acid pretreated with n-butyllithium with N-methoxy-N-methyl-4-trifluoromethylbenzamide. It is used in crude form in the following reaction. Reactants: BrC1=CC=C2CC(NC2=C1)=O (6-bromooxindol), [Cl-].[Al+3].[Cl-].[Cl-] (aluminium chloride), ClCC(=O)Cl (Chloroacetyl chloride). Run in ClCCCl (1,2-dichloroethane). Conditions: temperature 50 celsius, time 17 hour. The product is BrC1=C(C=C2CC(NC2=C1)=O)C(CCl)=O (6-Bromo-5-(chloroacetyl)-1,3-dihydro-2H-indol-2-one). The yield is 97.8%. As a reaction SMILES: [Cl:1][CH2:2][C:3](Cl)=[O:4].[Br:6][C:7]1[CH:15]=[C:14]2[C:10]([CH2:11][C:12](=[O:16])[NH:13]2)=[CH:9][CH:8]=1.[Cl-].[Al+3].[Cl-].[Cl-]>ClCCCl>[Br:6][C:7]1[CH:15]=[C:14]2[C:10]([CH2:11][C:12](=[O:16])[NH:13]2)=[CH:9][C:8]=1[C:3](=[O:4])[CH2:2][Cl:1] |f:2.3.4.5|. Procedure: Chloroacetyl chloride (0.65 mL, 8.2 mmol) was added to a cooled (0° C.) suspension of 6-bromooxindol (0.825 g, 3.9 mmol) and aluminium chloride (1.82 g, 13.6 mmol) in 1,2-dichloroethane (8 mL). The resulting mixture was stirred at 0° C. for 20 min and at 50° C. for 17 h. The mixture was cooled to room temperature and was then poured on ice. The formed solid was filtered off, washed with water, and dried in vacuo to give 1.10 g (99% yield) of the title compound: 1H NMR (DMSO-d6, 400 MHz) δ 7.69 (... Reactants: FC1=C(C=CC(=C1)F)C1=CC=C(C=C1)C(CCC(=O)O)=O (4-(2',4'-difluoro-4-biphenylyl)-4-oxo-butyric acid), C1CCCCC1.C(C)(=O)OCC (cyclohexane ethyl acetate), C1(CCCCC1)N (cyclohexylamine). Run in CC(=O)C.C(C)(=O)OCC (acetone ethyl acetate). Product: FC1=C(C=CC(=C1)F)C1=CC=C(C=C1)C(CCC(=O)O)O (4-(2',4'-Difluoro-4-biphenylyl)-4-hydroxy-butyric acid). As a reaction SMILES: [F:1][C:2]1[CH:7]=[C:6]([F:8])[CH:5]=[CH:4][C:3]=1[C:9]1[CH:14]=[CH:13][C:12]([C:15](=[O:21])[CH2:16][CH2:17][C:18]([OH:20])=[O:19])=[CH:11][CH:10]=1.C1CCCCC1.C(OCC)(=O)C.C1(N)CCCCC1>CC(C)=O.C(OCC)(=O)C>[F:1][C:2]1[CH:7]=[C:6]([F:8])[CH:5]=[CH:4][C:3]=1[C:9]1[CH:14]=[CH:13][C:12]([CH:15]([OH:21])[CH2:16][CH2:17][C:18]([OH:20])=[O:19])=[CH:11][CH:10]=1 |f:1.2,4.5|. Procedure details: Prepared analogous to Example 25 from 4-(2',4'-difluoro-4-biphenylyl)-4-oxo-butyric acid. Melting point 111°-112.5° C. (from cyclohexane/ethyl acetate 4:1); melting point of the cyclohexylamine salt: 160°-161° C. (from acetone/ethyl acetate 1:2). The reactants are O=C(O)c1ccc(Br)c(Cl)n1, CS(C)=O, [K+], [OH-], OCC(F)(F)F. The product is O=C(O)c1ccc(Br)c(OCC(F)(F)F)n1. As a reaction SMILES: [Br:1][c:2]1[cH:3][cH:4][c:5]([C:9](=[O:10])[OH:11])[n:6][c:7]1[Cl:8].[CH3:20][S:21]([CH3:22])=[O:23].[K+:13].[OH-:12].[OH:14][CH2:15][C:16]([F:17])([F:18])[F:19]>>[Br:1][c:2]1[cH:3][cH:4][c:5]([C:9](=[O:10])[OH:11])[n:6][c:7]1[O:14][CH2:15][C:16]([F:17])([F:18])[F:19]. Reactants: BrC1=NC=C(C=C1)C (2-bromo-5-methylpyridine), [Cu](C#N)C#N (copper cyanide), N (ammonia). Solvent: CN(C=O)C (dimethylformamide). Conditions: temperature 50 celsius. Product: CC=1C=CC(=NC1)C#N (5-Methyl-2-pyridinecarbonitrile). As a reaction SMILES: Br[C:2]1[CH:7]=[CH:6][C:5]([CH3:8])=[CH:4][N:3]=1.[Cu](C#N)[C:10]#[N:11].N>CN(C)C=O>[CH3:8][C:5]1[CH:6]=[CH:7][C:2]([C:10]#[N:11])=[N:3][CH:4]=1. Procedure: 36 g (209 mmol) 2-bromo-5-methylpyridine and 37.5 g (418 mmol) copper cyanide are refluxed for two hours in 500 ml dimethylformamide. After cooling down to 50° C., 10% aqueous ammonia solution (500 ml) is added with stirring. The product is extracted with dichloromethane, the organic phase is dried over magnesium sulfate, and the solvent is removed in vacuo. The product is purified by column chromatography (silica, eluent: cyclohexane/ethyl acetate 9:1). The reactants are O (water), C([O-])([O-])=O.[K+].[K+] (potassium carbonate), ICCOC1OCCCC1 (2-(2-iodo-ethoxy)-tetrahydro-pyran), ClC1=C(C=C(C(=O)OC)C=C1[N+](=O)[O-])O (methyl 4-chloro-3-hydroxy-5-nitro-benzoate). Run in CC(=O)C (acetone). Yields the product ClC1=C(C=C(C(=O)OC)C=C1OCCOC1OCCCC1)[N+](=O)[O-] (methyl 4-chloro-3-nitro-5-[2-(tetrahydro-pyran-2-yloxy)-ethoxy]-benzoate). RXN SMILES: [Cl:1][C:2]1[C:11]([N+:12]([O-:14])=[O:13])=[CH:10][C:5]([C:6]([O:8][CH3:9])=[O:7])=[CH:4][C:3]=1[OH:15].C(=O)([O-])[O-].[K+].[K+].I[CH2:23][CH2:24][O:25][CH:26]1[CH2:31][CH2:30][CH2:29][CH2:28][O:27]1.O>CC(C)=O>[Cl:1][C:2]1[C:3]([O:15][CH2:23][CH2:24][O:25][CH:26]2[CH2:31][CH2:30][CH2:29][CH2:28][O:27]2)=[CH:4][C:5]([C:6]([O:8][CH3:9])=[O:7])=[CH:10][C:11]=1[N+:12]([O-:14])=[O:13] |f:1.2.3|. Reported procedure: 6.84 g of methyl 4-chloro-3-hydroxy-5-nitro-benzoate were dissolved in acetone (150 ml), treated at RT in succession with 10.19 g of potassium carbonate and 11.19 g of 2-(2-iodo-ethoxy)-tetrahydro-pyran and the mixture was heated at reflux for 16 hours. Subsequently, the mixture was poured into water, extracted with ethyl acetate, the organic phase was dried over sodium sulphate and concentrated on a rotary evaporator. The residue was flash chromatographed on silica gel with hexane/ether (2/1) a...